Dataset: the Open Reaction Database (ORD), a public repository of structured organic reaction records. Task: describe an organic reaction: reactants, conditions, products, and yield Starting materials: C1CCN(C1)C(=O)CNCC2=CC3=C(C=C2)OCO3 (15.1c), BrCC1=CC=C(C=C1)CCN1C(C=C(C=C1)OCC=1N=NC=CC1)=O (1-[2-(4-bromomethylphenyl)-ethyl]-4-(pyridazin-3-ylmethoxy)-1H-pyridin-2-one), N1CCC(CC1)NC(C)=O (N-piperidin-4-yl-acetamide). Yields the product O=C1N(C=CC(=C1)OCC=1N=NC=CC1)CCC1=CC=C(CN2CCC(CC2)NC(C)=O)C=C1 (N-[1-(4-{2-[2-Oxo-4-(pyridazin-3-ylmethoxy)-2H-pyridin-1-yl]-ethyl}-benzyl)-piperidin-4-yl]-acetamide). As a reaction SMILES: C1CN(C(CNCC2C=CC3OCOC=3C=2)=O)CC1.Br[CH2:21][C:22]1[CH:27]=[CH:26][C:25]([CH2:28][CH2:29][N:30]2[CH:35]=[CH:34][C:33]([O:36][CH2:37][C:38]3[N:39]=[N:40][CH:41]=[CH:42][CH:43]=3)=[CH:32][C:31]2=[O:44])=[CH:24][CH:23]=1.[NH:45]1[CH2:50][CH2:49][CH:48]([NH:51][C:52](=[O:54])[CH3:53])[CH2:47][CH2:46]1>>[O:44]=[C:31]1[CH:32]=[C:33]([O:36][CH2:37][C:38]2[N:39]=[N:40][CH:41]=[CH:42][CH:43]=2)[CH:34]=[CH:35][N:30]1[CH2:29][CH2:28][C:25]1[CH:26]=[CH:27][C:22]([CH2:21][N:45]2[CH2:50][CH2:49][CH:48]([NH:51][C:52](=[O:54])[CH3:53])[CH2:47][CH2:46]2)=[CH:23][CH:24]=1. Procedure details: N-[1-(4-{2-[2-Oxo-4-(pyridazin-3-ylmethoxy)-2H-pyridin-1-yl]-ethyl}-benzyl)-piperidin-4-yl]-acetamide is prepared as example 15.1c from 110 mg (0.28 mmol) 1-[2-(4-bromomethylphenyl)-ethyl]-4-(pyridazin-3-ylmethoxy)-1H-pyridin-2-one (example 15.1b) and 156 mg (1.10 mmol) N-piperidin-4-yl-acetamide. Starting materials: N1C(=CC2=CC=CC=C12)C(=O)O (2-indolcarboxylic acid), C(C(=O)Cl)(=O)Cl (oxalyl dichloride), NC(C(=O)N(C1=CC=CC=C1)C1=CC=CC=C1)C ((RS)-2-amino-N,N-diphenylpropionamide). The product is C1(=CC=CC=C1)N(C(=O)C(C)NC(=O)C=1NC2=CC=CC=C2C1)C1=CC=CC=C1 ((RS)-N-(1-diphenylcarbamoylethyl)-2-indolcarboxamide). The yield is 83.6%. RXN SMILES: [NH:1]1[C:9]2[C:4](=[CH:5][CH:6]=[CH:7][CH:8]=2)[CH:3]=[C:2]1[C:10]([OH:12])=O.C(Cl)(=O)C(Cl)=O.[NH2:19][CH:20]([CH3:36])[C:21]([N:23]([C:30]1[CH:35]=[CH:34][CH:33]=[CH:32][CH:31]=1)[C:24]1[CH:29]=[CH:28][CH:27]=[CH:26][CH:25]=1)=[O:22]>>[C:24]1([N:23]([C:30]2[CH:35]=[CH:34][CH:33]=[CH:32][CH:31]=2)[C:21]([CH:20]([NH:19][C:10]([C:2]2[NH:1][C:9]3[C:4]([CH:3]=2)=[CH:5][CH:6]=[CH:7][CH:8]=3)=[O:12])[CH3:36])=[O:22])[CH:25]=[CH:26][CH:27]=[CH:28][CH:29]=1. Reported procedure: Working in a manner similar to that described in Example 9, but starting with 2-indolcarboxylic acid (1.3 g), oxalyl dichloride (1 g) and (RS)-2-amino-N,N-diphenylpropionamide (1.2 g), and after recrystallization in acetonitrile, (RS)-N-(1-diphenylcarbamoylethyl)-2-indolcarboxamide (1.6 g), m.p. 242° C., is obtained.